The task is: describe an organic reaction: reactants, conditions, products, and yield. This data is from the Open Reaction Database (ORD), a public repository of structured organic reaction records. Reactants: C1[C@H](CCC2=CC=CC=C12)CC(=O)C1[C@@H](NCS1)C(=O)O (3-[(S)-(-)-1,2,3,4-tetrahydronaphthalen-2-ylacetyl]-D-thioproline), S1CNCC1 (thiazolidine), N1CCCC1 (pyrrolidine), C1(CCC2=CC=CC=C12)CC(=O)C1[C@H](NCS1)C(=O)O (3-(2-indanylacetyl)-L-thioproline). Product: C1[C@H](CCC2=CC=CC=C12)CC(=O)C1[C@@H](NCS1)C(=O)N1CCCC1 (1-{3-[(S)-(-)-1,2,3,4-tetrahydronaphthalen-2-ylacetyl]-D-thioprolyl}pyrrolidine). Yield: 65.0%. RXN SMILES: [CH2:1]1[C:10]2[C:5](=[CH:6][CH:7]=[CH:8][CH:9]=2)[CH2:4][CH2:3][C@@H:2]1[CH2:11][C:12]([CH:14]1[S:18][CH2:17][NH:16][C@H:15]1[C:19]([OH:21])=O)=[O:13].[NH:22]1[CH2:26][CH2:25][CH2:24][CH2:23]1.C1(CC(C2SCN[C@@H]2C(O)=O)=O)C2C(=CC=CC=2)CC1.S1CCNC1>>[CH2:1]1[C:10]2[C:5](=[CH:6][CH:7]=[CH:8][CH:9]=2)[CH2:4][CH2:3][C@@H:2]1[CH2:11][C:12]([CH:14]1[S:18][CH2:17][NH:16][C@H:15]1[C:19]([N:22]1[CH2:26][CH2:25][CH2:24][CH2:23]1)=[O:21])=[O:13]. Procedure details: Colorless crystals of 1-{3-[(S)-(-)-1,2,3,4-tetrahydronaphthalen-2-ylacetyl]-D-thioprolyl}pyrrolidine were prepared in the same manner as in Example 1, except that 3-[(S)-(-)-1,2,3,4-tetrahydronaphthalen-2-ylacetyl]-D-thioproline prepared in Reference Example 32 and pyrrolidine were used instead of 3-(2-indanylacetyl)-L-thioproline and thiazolidine, respectively (yield: 65%). The reactants are O=C([O-])[O-], BrCc1[nH]ccc1Cc1ccccc1, CC1(C)C(OCC(F)(F)F)C1C(=O)O, [K+], [K+], CN(C)C=O. Product: CC1(C)C(OCC(F)(F)F)C1C(=O)OCc1[nH]ccc1Cc1ccccc1. RXN SMILES: [C:15](=[O:16])([O-:17])[O-:18].[CH2:21]([c:22]1[cH:23][cH:24][cH:25][cH:26][cH:27]1)[c:28]1[c:29]([CH2:33][Br:34])[nH:30][cH:31][cH:32]1.[F:1][C:2]([CH2:3][O:4][CH:5]1[C:6]([CH3:11])([CH3:12])[CH:7]1[C:8](=[O:9])[OH:10])([F:13])[F:14].[K+:19].[K+:20].[O:35]=[CH:36][N:37]([CH3:38])[CH3:39]>>[F:1][C:2]([CH2:3][O:4][CH:5]1[C:6]([CH3:11])([CH3:12])[CH:7]1[C:8](=[O:9])[O:10][CH2:33][c:29]1[c:28]([CH2:21][c:22]2[cH:23][cH:24][cH:25][cH:26][cH:27]2)[cH:32][cH:31][nH:30]1)([F:13])[F:14].